Dataset: the Open Reaction Database (ORD), a public repository of structured organic reaction records. Task: describe an organic reaction: reactants, conditions, products, and yield Reactants: ClC1=C(C=C(C(CS(=O)(=O)C)O)C=C1N(C)C)N(C)C (4-chloro-3,5-bis(dimethylamino)-α-[(methylsulfonyl)methyl]benzyl alcohol), C[O-].[Na+] (sodium methylate), N(C1=CC=CC=C1)CCC#N (β-anilinopropionitrile). Run in CS(=O)C (dimethylsulfoxide). Yields the product N(C1=CC=CC=C1)C=C(C#N)CC1=CC(=C(C(=C1)N(C)C)Cl)N(C)C (α-(anilinomethylene)-4-chloro-3,5-bis(dimethylamino)hydrocinnamonitrile). Reaction SMILES: [Cl:1][C:2]1[C:14]([N:15]([CH3:17])[CH3:16])=[CH:13][C:5]([CH:6](O)CS(C)(=O)=O)=[CH:4][C:3]=1[N:18]([CH3:20])[CH3:19].C[O-].[Na+].[NH:24]([CH2:31][CH2:32][C:33]#[N:34])[C:25]1[CH:30]=[CH:29][CH:28]=[CH:27][CH:26]=1>CS(C)=O>[NH:24]([CH:31]=[C:32]([CH2:6][C:5]1[CH:13]=[C:14]([N:15]([CH3:16])[CH3:17])[C:2]([Cl:1])=[C:3]([N:18]([CH3:19])[CH3:20])[CH:4]=1)[C:33]#[N:34])[C:25]1[CH:30]=[CH:29][CH:28]=[CH:27][CH:26]=1 |f:1.2|. Procedure details: A mixture of 15.7 g. of 4-chloro-3,5-bis(dimethylamino)-α-[(methylsulfonyl)methyl]benzyl alcohol, 2.8 g. of sodium methylate and 7.1 g. of β-anilinopropionitrile in 31 ml. of dimethylsulfoxide was stirred with the exclusion of moisture for 5 hours at 50° C. The mixture was poured into 200 ml. of water, the precipitated oil extracted with ethyl acetate, the ethyl acetate solution dried over sodium sulfate and evaporated in vacuo. By purification of the residue over aluminum oxide with benzene and... The reactants are BrC(Br)(Br)Br, CCc1c(C)c2c(c(OCC[Si](C)(C)C)c1CC=C(C)CO)C(=O)OC2, ClCCl, c1ccc(P(c2ccccc2)c2ccccc2)cc1. Product: CCc1c(C)c2c(c(OCC[Si](C)(C)C)c1CC=C(C)CBr)C(=O)OC2. Reaction SMILES: [C:46]([Br:47])([Br:48])([Br:49])[Br:50].[CH2:1]([CH3:2])[c:3]1[c:4]([CH3:26])[c:5]2[c:9]([c:10]([O:18][CH2:19][CH2:20][Si:21]([CH3:22])([CH3:23])[CH3:24])[c:11]1[CH2:12][CH:13]=[C:14]([CH2:15][OH:16])[CH3:17])[C:8](=[O:25])[O:7][CH2:6]2.[Cl:51][CH2:52][Cl:53].[c:27]1([P:28]([c:29]2[cH:30][cH:31][cH:32][cH:33][cH:34]2)[c:35]2[cH:36][cH:37][cH:38][cH:39][cH:40]2)[cH:41][cH:42][cH:43][cH:44][cH:45]1>>[CH2:1]([CH3:2])[c:3]1[c:4]([CH3:26])[c:5]2[c:9]([c:10]([O:18][CH2:19][CH2:20][Si:21]([CH3:22])([CH3:23])[CH3:24])[c:11]1[CH2:12][CH:13]=[C:14]([CH2:15][Br:47])[CH3:17])[C:8](=[O:25])[O:7][CH2:6]2. Reactants: ClC1=CC(=C(C=N1)C#N)NC1=NC(=CC=C1)C (6-chloro-4-[(6-methylpyridin-2-yl)amino]pyridine-3-carbonitrile), C(C(CC)N)N (butane-1,2-diamine), C(C)(C)N(C(C)C)CC (N,N-diisopropylethylamine). Solvent: CN1CCCC1=O (NMP). Conditions: temperature 100 celsius, time 16 hour. Product: NC(CNC1=CC(=C(C=N1)C#N)NC1=NC(=CC=C1)C)CC (6-[(2-aminobutyl)amino]-4-[(6-methylpyridin-2-yl)amino]pyridine-3-carbonitrile). RXN SMILES: Cl[C:2]1[N:7]=[CH:6][C:5]([C:8]#[N:9])=[C:4]([NH:10][C:11]2[CH:16]=[CH:15][CH:14]=[C:13]([CH3:17])[N:12]=2)[CH:3]=1.[CH2:18]([NH2:23])[CH:19]([NH2:22])[CH2:20][CH3:21].C(N(CC)C(C)C)(C)C>CN1C(=O)CCC1>[NH2:22][CH:19]([CH2:20][CH3:21])[CH2:18][NH:23][C:2]1[N:7]=[CH:6][C:5]([C:8]#[N:9])=[C:4]([NH:10][C:11]2[CH:16]=[CH:15][CH:14]=[C:13]([CH3:17])[N:12]=2)[CH:3]=1. Procedure details: To a solution of 6-chloro-4-[(6-methylpyridin-2-yl)amino]pyridine-3-carbonitrile (PrepEx 1.3) (38 mg, 0.16 mmol) in NMP (1 mL) was added butane-1,2-diamine (107 mg, 1.21 mmol) and N,N-diisopropylethylamine (0.163 mL, 0.932 mmol). The reaction mixture was heated to 100° C. After 16 hours, the reaction mixture was allowed to cool to room temperature, filtered, and purified directly via reverse phase HPLC (acetonitrile/water with 0.1% TFA, linear gradient) to afford 6-[(2-aminobutyl)amino]-4-[(6-me... The reactants are C1(CCCCC1)=CCCCN (N-cyclohexylidenebutylamine), O1CC1(C)C (1,2-epoxy-2-methylpropane), [I-].[Sm+2].[I-] (samarium(II) iodide). Run in O1CCCC1 (tetrahydrofuran). Run at time 5 hour. Yields the product C(CCN)C1CC(OC12CCCCC2)(C)C (4-aza-4-butyl-2,2-dimethyl-1-oxaspiro[4.5]decane). Yield: 85.0%. Reaction SMILES: [C:1]1(=[CH:7][CH2:8][CH2:9][CH2:10][NH2:11])[CH2:6][CH2:5][CH2:4][CH2:3][CH2:2]1.[O:12]1[C:14]([CH3:16])([CH3:15])[CH2:13]1.[I-].[Sm+2].[I-]>O1CCCC1>[CH2:8]([CH:7]1[C:1]2([CH2:6][CH2:5][CH2:4][CH2:3][CH2:2]2)[O:12][C:14]([CH3:16])([CH3:15])[CH2:13]1)[CH2:9][CH2:10][NH2:11] |f:2.3.4|. Reported procedure: A mixture of 1 mmol of N-cyclohexylidenebutylamine, 2 mmol of 1,2-epoxy-2-methylpropane, 0.05 mmol of samarium(II) iodide (SmI2), and 1 ml of tetrahydrofuran was stirred at room temperature for 5 hours. Products in the reaction mixture was isolated through column chromatography to yield 4-aza-4-butyl-2,2-dimethyl-1-oxaspiro[4.5]decane of the following formula in yield of 85%.